This data is from the Open Reaction Database (ORD), a public repository of structured organic reaction records. The task is: describe an organic reaction: reactants, conditions, products, and yield Reactants: FC(C(=O)O)(F)F (trifluoroacetic acid), C(C)(C)(C)OC(=O)N[C@H](C(=O)OCC1=C(C=C(C(=C1)F)F)C=1C=C2C(=NC(=NC2=CC1)N)C(=O)N1CC2=CC=CC=C2C1)CCCCNC(=O)OC(C)(C)C (2-[2-amino-4-(1,3-dihydroisoindole-2-carbonyl)quinazolin-6-yl]-4,5-difluorobenzyl (S)-2,6-bis-tert-butoxycarbonylaminohexanoate), CCCCCCC (n-heptane). Run in ClCCl (dichloromethane). Run at temperature 25 celsius, time 16 hour. Product: C(=O)O.N[C@H](C(=O)OCC1=C(C=C(C(=C1)F)F)C=1C=C2C(=NC(=NC2=CC1)N)C(=O)N1CC2=CC=CC=C2C1)CCCCN (2-[2-Amino-4-(1,3-dihydroisoindole-2-carbonyl)quinazolin-6-yl]-4,5-difluorobenzyl (S)-2,6-diaminohexanoate formate). RXN SMILES: FC(F)(F)[C:3]([OH:5])=[O:4].C(OC([NH:15][C@@H:16]([CH2:51][CH2:52][CH2:53][CH2:54][NH:55]C(OC(C)(C)C)=O)[C:17]([O:19][CH2:20][C:21]1[CH:26]=[C:25]([F:27])[C:24]([F:28])=[CH:23][C:22]=1[C:29]1[CH:30]=[C:31]2[C:36](=[CH:37][CH:38]=1)[N:35]=[C:34]([NH2:39])[N:33]=[C:32]2[C:40]([N:42]1[CH2:50][C:49]2[C:44](=[CH:45][CH:46]=[CH:47][CH:48]=2)[CH2:43]1)=[O:41])=[O:18])=O)(C)(C)C.CCCCCCC>ClCCl>[CH:3]([OH:5])=[O:4].[NH2:15][C@@H:16]([CH2:51][CH2:52][CH2:53][CH2:54][NH2:55])[C:17]([O:19][CH2:20][C:21]1[CH:26]=[C:25]([F:27])[C:24]([F:28])=[CH:23][C:22]=1[C:29]1[CH:30]=[C:31]2[C:36](=[CH:37][CH:38]=1)[N:35]=[C:34]([NH2:39])[N:33]=[C:32]2[C:40]([N:42]1[CH2:50][C:49]2[C:44](=[CH:45][CH:46]=[CH:47][CH:48]=2)[CH2:43]1)=[O:41])=[O:18] |f:4.5|. Procedure: 515 μl of trifluoroacetic acid are added to 1.8 g of 2-[2-amino-4-(1,3-dihydroisoindole-2-carbonyl)quinazolin-6-yl]-4,5-difluorobenzyl (S)-2,6-bis-tert-butoxycarbonylaminohexanoate in 50 ml of dichloromethane with ice-cooling. The mixture is subsequently stirred at 25° C. for a further 16 h, 20 ml of n-heptane are added, and the mixture is subsequently evaporated to dryness in vacuo. The residue is dissolved in 4 ml of acetonitrile and purified by chromatography (reversed phase HPLC). Reactants: [BH4-].[Na+] (Sodium borohydride), ClCC([C@@H](C)NC(OC(C)(C)C)=O)=O ((R)-tert-butyl (4-chloro-3-oxobutan-2-yl)carbamate). The reagents and catalysts are C(C)(=O)O (acetic acid). Run in CO (methanol). Conditions: temperature 0 celsius, time 1 hour. Yields the product ClCC([C@@H](C)NC(OC(C)(C)C)=O)O (tert-butyl ((2R)-4-chloro-3-hydroxybutan-2-yl)carbamate). As a reaction SMILES: [BH4-].[Na+].[Cl:3][CH2:4][C:5](=[O:16])[C@H:6]([NH:8][C:9](=[O:15])[O:10][C:11]([CH3:14])([CH3:13])[CH3:12])[CH3:7]>CO.C(O)(=O)C>[Cl:3][CH2:4][CH:5]([OH:16])[C@H:6]([NH:8][C:9](=[O:15])[O:10][C:11]([CH3:13])([CH3:12])[CH3:14])[CH3:7] |f:0.1|. Reported procedure: Sodium borohydride (621 mg, 16.42 mmol) was added to a mixture of (R)-tert-butyl (4-chloro-3-oxobutan-2-yl)carbamate (910 mg, 4.10 mmol) in methanol (9 mL) at 0° C., and the mixture was stirred for one hour at 0° C. A few drops of acetic acid were added then the mixture was concentrated under reduced pressure. The residue was diluted with ethyl acetate, washed with water, dried over anhydrous magnesium sulfate, filtered and concentrated under reduced pressure to afford tert-butyl ((2R)-4-chloro-...